describe an organic reaction: reactants, conditions, products, and yield From a dataset of the Open Reaction Database (ORD), a public repository of structured organic reaction records. Reactants: [Li]CCCC, CN(C)CCO, CON(C)C(=O)C1CCN(C)CC1, CCCCCC, Clc1ccccn1. The product is CN1CCC(C(=O)c2cccc(Cl)n2)CC1. RXN SMILES: [CH2:8]([Li:9])[CH2:10][CH2:11][CH3:12].[CH3:13][N:14]([CH3:15])[CH2:16][CH2:17][OH:18].[CH3:19][O:20][N:21]([C:22](=[O:23])[CH:24]1[CH2:25][CH2:26][N:27]([CH3:30])[CH2:28][CH2:29]1)[CH3:31].[CH3:32][CH2:33][CH2:34][CH2:35][CH2:36][CH3:37].[Cl:1][c:2]1[cH:3][cH:4][cH:5][cH:6][n:7]1>>[Cl:1][c:2]1[cH:3][cH:4][cH:5][c:6]([C:22](=[O:23])[CH:24]2[CH2:25][CH2:26][N:27]([CH3:30])[CH2:28][CH2:29]2)[n:7]1. Starting materials: O (water), COC(C1=CC=C(C=C1)C(=O)N1C(CC(C2=CC=CC=C12)N(C1=CC=CC=C1)C(C)=O)C)=O (4-[4-(Acetyl-phenyl-amino)-2-methyl-3,4-dihydro-2H-quinoline-1-carbonyl]-benzoic acid methyl ester), [Li] (lithium), O (water). Solvent: CO (methanol). Product: C(C)(=O)N([C@@H]1C[C@@H](N(C2=CC=CC=C12)C(=O)C1=CC=C(C(=O)O)C=C1)C)C1=CC=CC=C1 (4-[Cis-4-(Acetyl-phenyl-amino)-2-methyl-3,4-dihydro-2H-quinoline-1-carbonyl]-benzoic Acid). Isolated yield 103.3%. As a reaction SMILES: C[O:2][C:3](=[O:33])[C:4]1[CH:9]=[CH:8][C:7]([C:10]([N:12]2[C:21]3[C:16](=[CH:17][CH:18]=[CH:19][CH:20]=3)[CH:15]([N:22]([C:29](=[O:31])[CH3:30])[C:23]3[CH:28]=[CH:27][CH:26]=[CH:25][CH:24]=3)[CH2:14][CH:13]2[CH3:32])=[O:11])=[CH:6][CH:5]=1.[Li].O>CO>[C:29]([N:22]([C:23]1[CH:24]=[CH:25][CH:26]=[CH:27][CH:28]=1)[C@H:15]1[C:16]2[C:21](=[CH:20][CH:19]=[CH:18][CH:17]=2)[N:12]([C:10]([C:7]2[CH:6]=[CH:5][C:4]([C:3]([OH:33])=[O:2])=[CH:9][CH:8]=2)=[O:11])[C@@H:13]([CH3:32])[CH2:14]1)(=[O:31])[CH3:30] |^1:33|. Procedure details: A solution of 4-[4-(Acetyl-phenyl-amino)-2-methyl-3,4-dihydro-2H-quinoline-1-carbonyl]-benzoic acid methyl ester (50 mg) and lithium hydroxyde (0.283 mmol) in methanol (2 ml) and water (1 ml) was stirred at room temperature overnight. After addition of water, the mixture was washed with dichloromethane. The aqueous layer was acidified and then extracted using ethyl acetate. The organic layer is separated and dried over sodium sulfate. The solvent was removed to give the title compound (50 mg). Starting materials: ClC1=CC=C(CNC(=O)C2=CN(C3=CC=C(C=C3C2=O)CCl)C)C=C1 (N-(4-chlorobenzyl)-6-(chloromethyl)-1-methyl-4-oxo-1,4-dihydro-3-quinolinecarboxamide), C(C)(C)N(CC)C(C)C (diisopropylethylamine), CNCC(C=1C=CC(=CC1)O)O (synephrine). The solvent is ClCCl (dichloromethane), CN(C)C=O (DMF). Conditions: time 8 hour. The product is ClC1=CC=C(CNC(=O)C2=CN(C3=CC=C(C=C3C2=O)CN(C)CC(C2=CC=C(C=C2)O)O)C)C=C1 (N-(4-Chlorobenzyl)-6-([(2-hydroxy-2-[4-hydroxyphenyl]-ethyl) [methyl]amino]methyl)-1-methyl-4-oxo-1,4-dihydro-3-quinolinecarboxamide). The yield is 74.2%. RXN SMILES: [Cl:1][C:2]1[CH:25]=[CH:24][C:5]([CH2:6][NH:7][C:8]([C:10]2[C:19](=[O:20])[C:18]3[C:13](=[CH:14][CH:15]=[C:16]([CH2:21]Cl)[CH:17]=3)[N:12]([CH3:23])[CH:11]=2)=[O:9])=[CH:4][CH:3]=1.C(N(C(C)C)CC)(C)C.[CH3:35][NH:36][CH2:37][CH:38]([OH:46])[C:39]1[CH:40]=[CH:41][C:42]([OH:45])=[CH:43][CH:44]=1>CN(C=O)C.ClCCl>[Cl:1][C:2]1[CH:25]=[CH:24][C:5]([CH2:6][NH:7][C:8]([C:10]2[C:19](=[O:20])[C:18]3[C:13](=[CH:14][CH:15]=[C:16]([CH2:21][N:36]([CH2:37][CH:38]([OH:46])[C:39]4[CH:44]=[CH:43][C:42]([OH:45])=[CH:41][CH:40]=4)[CH3:35])[CH:17]=3)[N:12]([CH3:23])[CH:11]=2)=[O:9])=[CH:4][CH:3]=1. Procedure details: A solution of N-(4-chlorobenzyl)-6-(chloromethyl)-1-methyl-4-oxo-1,4-dihydro-3-quinolinecarboxamide (0.09 gm) from Preparation No. 35 in dry DMF (2 mL) containing diisopropylethylamine (0.07 mL) is treated with synephrine (0.05 gm). The reaction mixture is stirred overnight. The reaction mixture is diluted with dichloromethane (50 mL) and washed with water (2×10 mL), brine (10 mL), dried (Na2SO4) and concentrated under reduced pressure. The residue is purified by flash column chromatography elut... Starting materials: C, CCCCCC, CC#N, CCOC(C)=O, CCOC(=O)c1cn(C2CC2F)c2c(C)c(F)cc([N+](=O)[O-])c2c1=O, [Pd]. Yields the product CCOC(=O)c1cn(C2CC2F)c2c(C)c(F)cc(N)c2c1=O. RXN SMILES: [C:35].[CH3:26][CH2:27][CH2:28][CH2:29][CH2:30][CH3:31].[CH3:32][C:33]#[N:34].[CH3:37][CH2:38][O:39][C:40](=[O:41])[CH3:42].[F:1][c:2]1[cH:3][c:4]([N+:23]([O-:24])=[O:25])[c:5]2[c:6](=[O:22])[c:7]([C:17](=[O:18])[O:19][CH2:20][CH3:21])[cH:8][n:9]([CH:13]3[CH:14]([F:16])[CH2:15]3)[c:10]2[c:11]1[CH3:12].[Pd:36]>>[F:1][c:2]1[cH:3][c:4]([NH2:23])[c:5]2[c:6](=[O:22])[c:7]([C:17](=[O:18])[O:19][CH2:20][CH3:21])[cH:8][n:9]([CH:13]3[CH:14]([F:16])[CH2:15]3)[c:10]2[c:11]1[CH3:12]. The reactants are resultant mixture, CI (CH3I), solution, C(CCC)[Li] (n-butyllithium), hexanes, COC=1C=CC2=C(SC=C2)C1 (6-methoxybenzo[b]thiophene). Run in C(=O)(O)[O-].[Na+] (NaHCO3), C1CCOC1 (THF). Reaction conditions: temperature -10 celsius, time 30 minute. Yields the product COC=1C=CC2=C(SC(=C2)C)C1 (6-methoxy-2-methylbenzo[b]thiophene). As a reaction SMILES: [CH2:1]([Li])CCC.[CH3:6][O:7][C:8]1[CH:9]=[CH:10][C:11]2[CH:15]=[CH:14][S:13][C:12]=2[CH:16]=1.CI>C1COCC1.C([O-])(O)=O.[Na+]>[CH3:6][O:7][C:8]1[CH:9]=[CH:10][C:11]2[CH:15]=[C:14]([CH3:1])[S:13][C:12]=2[CH:16]=1 |f:4.5|. Reported procedure: A 2.5 M solution of n-butyllithium in hexanes (20 ml, 50 mmole) was added under argon to a solution of 6-methoxybenzo[b]thiophene 1a (3.68 g, 22.4 mmole) in THF (150 ml) at −75°. After stirring at −75° for a further 30 minutes, the cooling bath was exchanged and the reaction warmed to −10° C. prior to addition of CH3I (4.2 ml, 9.58 g, 67 mmole). The resultant mixture was stirred at 0° C. for an additional 30 minutes, then allowed to gradually warm to room temperature before diluting with saturat...